This data is from the Open Reaction Database (ORD), a public repository of structured organic reaction records. The task is: describe an organic reaction: reactants, conditions, products, and yield The reactants are C(O)([O-])=O.[Na+] (sodium hydrogencarbonate), [Si](C)(C)(C(C)(C)C)OC1C=2C(=C(C(=NC2CC(C1)(C)C)C1CCCC1)C(C1=CC=C(C=C1)C(F)(F)F)F)C1=CC=C(C=C1)F (5-(tert-butyldimethylsilanyloxy)-2-cyclopentyl-4-(4-fluorophenyl)-3-[fluoro-(4-trifluoromethylphenyl)-methyl]-7,7-dimethyl-5,6,7,8-tetrahydroquinoline), CO (methanol), O1CCCC1 (tetrahydrofuran). The solvent is C(C)(=O)OCC (ethyl acetate), Cl (hydrochloric acid). The product is C1(CCCC1)C1=NC=2CC(CC(C2C(=C1C(C1=CC=C(C=C1)C(F)(F)F)F)C1=CC=C(C=C1)F)O)(C)C (2-Cyclopentyl-4-(4-fluorophenyl)-3-[fluoro-(4-trifluoromethylphenyl)-methyl]-7,7-dimethyl-5,6,7,8-tetrahydroquinolin-5-ol). As a reaction SMILES: [Si]([O:8][CH:9]1[CH2:18][C:17]([CH3:20])([CH3:19])[CH2:16][C:15]2[N:14]=[C:13]([CH:21]3[CH2:25][CH2:24][CH2:23][CH2:22]3)[C:12]([CH:26]([F:37])[C:27]3[CH:32]=[CH:31][C:30]([C:33]([F:36])([F:35])[F:34])=[CH:29][CH:28]=3)=[C:11]([C:38]3[CH:43]=[CH:42][C:41]([F:44])=[CH:40][CH:39]=3)[C:10]1=2)(C(C)(C)C)(C)C.CO.O1CCCC1.C(=O)([O-])O.[Na+]>Cl.C(OCC)(=O)C>[CH:21]1([C:13]2[C:12]([CH:26]([F:37])[C:27]3[CH:32]=[CH:31][C:30]([C:33]([F:35])([F:36])[F:34])=[CH:29][CH:28]=3)=[C:11]([C:38]3[CH:39]=[CH:40][C:41]([F:44])=[CH:42][CH:43]=3)[C:10]3[CH:9]([OH:8])[CH2:18][C:17]([CH3:20])([CH3:19])[CH2:16][C:15]=3[N:14]=2)[CH2:25][CH2:24][CH2:23][CH2:22]1 |f:3.4|. Procedure details: 110 g of 5-(tert-butyldimethylsilanyloxy)-2-cyclopentyl-4-(4-fluorophenyl)-3-[fluoro-(4-trifluoromethylphenyl)-methyl]-7,7-dimethyl-5,6,7,8-tetrahydroquinoline were stirred at 40° C. for 2 hours in a mixture of 913 ml of 5 N hydrochloric acid, 1364 ml of methanol and 902 ml of tetrahydrofuran. Working up was carried out by pouring into saturated aqueous sodium hydrogencarbonate solution and extraction with ethyl acetate. The organic phases were dried after fresh washing with saturated aqueous so... Reactants: C(C)(C)(C)OC(=O)N([C@H](CC[C@H](C(N)CO)C1=C(C(=CC=C1)F)F)C(=O)O)C(=O)OC(C)(C)C ((5S)—N2,N2-bis(tert-butoxycarbonyl)-5-(2,3-difluorophenyl)-6-(hydroxymethyl)-D-lysine), C(CCl)Cl (EDC), C1=CC2=C(N=C1)N(N=N2)O (HOAT), C(=O)(O)[O-].[Na+] (NaHCO3). Solvent: C(Cl)Cl (DCM). Conditions: time 30 minute. The product is FC1=C(C=CC=C1F)[C@@H]1CC[C@H](C(NC1CO)=O)N(C(=O)OC(C)(C)C)C(=O)OC(C)(C)C (Di-tert-butyl [(3R,6S)-6-(2,3-difluorophenyl)-7-(hydroxymethyl)-2-oxoazepan-3-yl]imidodicarbonate). The yield is 57.4%. RXN SMILES: [C:1]([O:5][C:6]([N:8]([C:28]([O:30][C:31]([CH3:34])([CH3:33])[CH3:32])=[O:29])[C@@H:9]([C:25]([OH:27])=O)[CH2:10][CH2:11][C@@H:12]([C:17]1[CH:22]=[CH:21][CH:20]=[C:19]([F:23])[C:18]=1[F:24])[CH:13]([CH2:15][OH:16])[NH2:14])=[O:7])([CH3:4])([CH3:3])[CH3:2].C(Cl)CCl.C1C=NC2N(O)N=NC=2C=1.C([O-])(O)=O.[Na+]>C(Cl)Cl>[F:24][C:18]1[C:19]([F:23])=[CH:20][CH:21]=[CH:22][C:17]=1[C@H:12]1[CH:13]([CH2:15][OH:16])[NH:14][C:25](=[O:27])[C@H:9]([N:8]([C:6]([O:5][C:1]([CH3:3])([CH3:4])[CH3:2])=[O:7])[C:28]([O:30][C:31]([CH3:32])([CH3:34])[CH3:33])=[O:29])[CH2:10][CH2:11]1 |f:3.4|. Procedure: To a solution (5S)—N2,N2-bis(tert-butoxycarbonyl)-5-(2,3-difluorophenyl)-6-(hydroxymethyl)-D-lysine (180 mg, 0.37 mmol) in DCM (5 mL) were added EDC (106 mg, 0.55 mmol) and HOAT (50 mg, 0.37 mmol). After 30 min, NaHCO3 was added, the layers separated and the aqueous phase backwashed with DCM. The combined organics were dried over magnesium sulfate, filtered and concentrated and the residue purified by silica gel chromatography (0%→10% MeOH/DCM) to give the title compound (100 mg). MS 471.1 (M+1)... The reactants are CS(C)=O, CC1CCC(C(C)C)C(C#N)C1, [Na+], [OH-], O, OO. The product is CC1CCC(C(C)C)C(C(N)=O)C1. Reaction SMILES: [CH3:17][S:18](=[O:19])[CH3:20].[CH:1]([CH3:2])([CH3:3])[CH:4]1[CH:5]([C:11]#[N:12])[CH2:6][CH:7]([CH3:10])[CH2:8][CH2:9]1.[Na+:16].[OH-:15].[OH2:21].[OH:13][OH:14]>>[CH:1]([CH3:2])([CH3:3])[CH:4]1[CH:5]([C:11]([NH2:12])=[O:13])[CH2:6][CH:7]([CH3:10])[CH2:8][CH2:9]1. Reactants: C(=O)([O-])[O-].[K+].[K+] (K2CO3), ClC1=C(CCl)C=CC(=C1)Cl (2,4-dichlorobenzyl chloride), COC(CC1=COC2=C1C=CC(=C2Cl)O)=O (methyl(7-chloro-6-hydroxy-1-benzofuran-3-yl)acetate). Run in CN(C)C=O (DMF). Conditions: temperature 60 celsius, time 1.5 hour. Product: COC(CC1=COC2=C1C=CC(=C2Cl)OCC2=C(C=C(C=C2)Cl)Cl)=O (Methyl(7-chloro-6-((2,4-dichlorobenzyl)oxy)-1-benzofuran-3-yl)acetate). As a reaction SMILES: [CH3:1][O:2][C:3](=[O:16])[CH2:4][C:5]1[C:9]2[CH:10]=[CH:11][C:12]([OH:15])=[C:13]([Cl:14])[C:8]=2[O:7][CH:6]=1.C([O-])([O-])=O.[K+].[K+].[Cl:23][C:24]1[CH:31]=[C:30]([Cl:32])[CH:29]=[CH:28][C:25]=1[CH2:26]Cl>CN(C=O)C>[CH3:1][O:2][C:3](=[O:16])[CH2:4][C:5]1[C:9]2[CH:10]=[CH:11][C:12]([O:15][CH2:26][C:25]3[CH:28]=[CH:29][C:30]([Cl:32])=[CH:31][C:24]=3[Cl:23])=[C:13]([Cl:14])[C:8]=2[O:7][CH:6]=1 |f:1.2.3|. Procedure: To a mixture of methyl(7-chloro-6-hydroxy-1-benzofuran-3-yl)acetate (200 mg) and DMF (dry) (8.0 mL) were added K2CO3 (172 mg) and 2,4-dichlorobenzyl chloride (0.138 mL). The mixture was stirred at 60° C. for 1.5 h. The mixture was quenched with water. The precipitate was collected by filtration and washed with water and hexane to give the title compound (272 mg) as a solid. The solid was crystallized from EtOAc-hexane to give the title compound.